Dataset: the Open Reaction Database (ORD), a public repository of structured organic reaction records. Task: describe an organic reaction: reactants, conditions, products, and yield Starting materials: C(C)OC(COC1=CC=C(C=C1)C=C1C(NC(S1)=O)=O)OCC (5-[4-[(2,2-Diethoxy)ethoxy]phenyl methylene]thiazolidin-2,4-dione), [H][H] (hydrogen). Reagents/catalysts: [Pd] (palladium on charcoal). Solvent: O1CCOCC1 (1,4-dioxane). Product: C(C)OC(COC1=CC=C(C=C1)CC1C(NC(S1)=O)=O)OCC (5-[4-[(2,2-Diethoxy)ethoxy]phenyl methyl]thiazolidin-2,4-dione). Isolated yield 100.0%. As a reaction SMILES: [CH2:1]([O:3][CH:4]([O:21][CH2:22][CH3:23])[CH2:5][O:6][C:7]1[CH:12]=[CH:11][C:10]([CH:13]=[C:14]2[S:18][C:17](=[O:19])[NH:16][C:15]2=[O:20])=[CH:9][CH:8]=1)[CH3:2].[H][H]>O1CCOCC1.[Pd]>[CH2:22]([O:21][CH:4]([O:3][CH2:1][CH3:2])[CH2:5][O:6][C:7]1[CH:8]=[CH:9][C:10]([CH2:13][CH:14]2[S:18][C:17](=[O:19])[NH:16][C:15]2=[O:20])=[CH:11][CH:12]=1)[CH3:23]. Procedure: A solution of 5-[4-[(2,2-diethoxy)ethoxy]phenyl methylene]thiazolidin-2,4-dione (8.0 g, 23.7 mmol) obtained in example 1, in 1,4-dioxane (100 mL) was reduced with hydrogen in the presence of 10% palladium on charcoal (16.0 g) at 60 psi for 60 h. The mixture was filtered through a bed of celite. The filtrate was evaporated to dryness under reduced pressure; purified by column chromatography using EtOAc:pet. ether (1:1) as an eluent to afford the title compound (8.04 g, 67%) as a colourless liquid... Starting materials: C(=O)(OCC)C=1N(S(C2=C(C1O)C=CC=C2)(=O)=O)C (3-carbethoxy-4-hydroxy-2-methyl-2H-1,2-benzothiazine 1,1-dioxide), NC1=NOC(=C1)C (3-amino-5-methylisoxazole), 4A. Run in C=1(C(=CC=CC1)C)C (xylene). Yields the product OC1=C(NS(C2=C1C=CC=C2)(=O)=O)C(NC2=NOC(=C2)C)=O (4-Hydroxy-3-(5-methyl-3-isoxazolylcarbamoyl)-2H-1,2-benzothiazine 1,1-Dioxide). As a reaction SMILES: [C:1]([C:6]1[N:7](C)[S:8](=[O:18])(=[O:17])[C:9]2[CH:16]=[CH:15][CH:14]=[CH:13][C:10]=2[C:11]=1[OH:12])([O:3]CC)=O.[NH2:20][C:21]1[CH:25]=[C:24]([CH3:26])[O:23][N:22]=1>C1(C)C(C)=CC=CC=1>[OH:12][C:11]1[C:10]2[CH:13]=[CH:14][CH:15]=[CH:16][C:9]=2[S:8](=[O:17])(=[O:18])[NH:7][C:6]=1[C:1](=[O:3])[NH:20][C:21]1[CH:25]=[C:24]([CH3:26])[O:23][N:22]=1. Reported procedure: A mixture of 15.3 g. (0.06 mole) of 3-carbethoxy-4-hydroxy-2-methyl-2H-1,2-benzothiazine 1,1-dioxide, 5.9 g. (0.06 mole) of 3-amino-5-methylisoxazole, and 800 ml. of xylene was refluxed for 24 hr. in a Soxhlet apparatus, the thimble of which contained 20 g. of Linde type 4A molecular sieve. The mixture was cooled to 25° and the resulting precipitate was collected and washed with ether to give 11.5 g. of crude product, m.p. 242-248° dec. Recrystallization from 300 ml. of 1,4-dioxan gave 11.2 g. o... Starting materials: ClCCO (2-choroethan-1-ol), C1=CC=C(C=C1)C(C2=CC=CC=C2)N (α-aminodiphenylmethane), [OH-].[Na+] (NaOH). Run in O (Water), O (water). Reaction conditions: temperature 90 celsius. Yields the product C(C1=CC=CC=C1)(C1=CC=CC=C1)NCCO (N-Benzhydryl-ethanolamine). The yield is 59.0%. As a reaction SMILES: Cl[CH2:2][CH2:3][OH:4].[CH:5]1[CH:10]=[CH:9][C:8]([CH:11]([NH2:18])[C:12]2[CH:17]=[CH:16][CH:15]=[CH:14][CH:13]=2)=[CH:7][CH:6]=1.[OH-].[Na+]>O>[CH:11]([NH:18][CH2:2][CH2:3][OH:4])([C:12]1[CH:13]=[CH:14][CH:15]=[CH:16][CH:17]=1)[C:8]1[CH:9]=[CH:10][CH:5]=[CH:6][CH:7]=1 |f:2.3|. Procedure: In a 500 mL round bottom flask equipped with a condenser and a thermometer, 2-choroethan-1-ol (23.3 grams, 0.39 mol, Kodak), α-aminodiphenylmethane (82.0 grams, 0.45 mol, Fluka), and water (17 mL) were placed. The mixture was heated on a steam bath (ca. 90° C.) for six hours. After cooling to ambient temperature, NaOH (15 grams, 0.37 mol) was added and the mixture heated on a steam bath for 45 minutes at ca. 90° C. Water (50 mL) was then added to the solution. The resulting two-layered mixture w... Starting materials: COc1ccc(C(=O)c2c(C)n(CCO)c3ccccc23)cc1, Cc1ccc(S(=O)(=O)Cl)cc1, c1ccncc1. The product is COc1ccc(C(=O)c2c(C)n(CCOS(=O)(=O)c3ccc(C)cc3)c3ccccc23)cc1. As a reaction SMILES: [CH3:1][c:2]1[n:3]([CH2:21][CH2:22][OH:23])[c:4]2[cH:5][cH:6][cH:7][cH:8][c:9]2[c:10]1[C:11]([c:12]1[cH:13][cH:14][c:15]([O:18][CH3:19])[cH:16][cH:17]1)=[O:20].[c:24]1([CH3:34])[cH:25][cH:26][c:27]([S:30](=[O:31])(=[O:32])[Cl:33])[cH:28][cH:29]1.[cH:35]1[cH:36][cH:37][n:38][cH:39][cH:40]1>>[CH3:1][c:2]1[n:3]([CH2:21][CH2:22][O:23][S:30]([c:27]2[cH:26][cH:25][c:24]([CH3:34])[cH:29][cH:28]2)(=[O:31])=[O:32])[c:4]2[cH:5][cH:6][cH:7][cH:8][c:9]2[c:10]1[C:11]([c:12]1[cH:13][cH:14][c:15]([O:18][CH3:19])[cH:16][cH:17]1)=[O:20].